From a dataset of the Open Reaction Database (ORD), a public repository of structured organic reaction records. describe an organic reaction: reactants, conditions, products, and yield Reactants: ClC1=NC(=NC2=C1CCC2)C2CCCC2 (4-chloro-2-cyclopentyl-6,7-dihydro-5H-cyclopentapyrimidine), COC(=O)C1(CCCC1)C1=CC=C(C=C1)N (1-(4-amino-phenyl)-cyclopentanecarboxylic acid methyl ester). The solvent is C(C)(C)O (isopropanol). Product: COC(=O)C1(CCCC1)C1=CC=C(C=C1)NC1=NC(=NC2=C1CCC2)C2CCCC2 (1-[4-(2-cyclopentyl-6,7-dihydro-5H-cyclopentapyrimidin-4-ylamino)-phenyl]-cyclopentanecarboxylic acid methyl ester). Isolated yield 92.6%. Reaction SMILES: Cl[C:2]1[C:7]2[CH2:8][CH2:9][CH2:10][C:6]=2[N:5]=[C:4]([CH:11]2[CH2:15][CH2:14][CH2:13][CH2:12]2)[N:3]=1.[CH3:16][O:17][C:18]([C:20]1([C:25]2[CH:30]=[CH:29][C:28]([NH2:31])=[CH:27][CH:26]=2)[CH2:24][CH2:23][CH2:22][CH2:21]1)=[O:19]>C(O)(C)C>[CH3:16][O:17][C:18]([C:20]1([C:25]2[CH:26]=[CH:27][C:28]([NH:31][C:2]3[C:7]4[CH2:8][CH2:9][CH2:10][C:6]=4[N:5]=[C:4]([CH:11]4[CH2:15][CH2:14][CH2:13][CH2:12]4)[N:3]=3)=[CH:29][CH:30]=2)[CH2:21][CH2:22][CH2:23][CH2:24]1)=[O:19]. Procedure details: A mixture of 4-chloro-2-cyclopentyl-6,7-dihydro-5H-cyclopentapyrimidine (4.2 g, 18.91 mmol) and 1-(4-amino-phenyl)-cyclopentanecarboxylic acid methyl ester (4.2 g, 19.1 mmol) in anhydrous isopropanol (50 mL) was heated at reflux in a nitrogen atmosphere for 8 to 18 hours. Thereafter, volatiles were evaporated under reduced pressure. The mixture was triturated with ether and filtered. The solid was dissolved in ethyl acetate and washed with 5% sodium bicarbonate and brine. The organic phase was d...